This data is from the Open Reaction Database (ORD), a public repository of structured organic reaction records. The task is: describe an organic reaction: reactants, conditions, products, and yield Reactants: O=C([O-])[O-], CN(C)C=O, CCOC(C)=O, O=[N+]([O-])c1ccc(F)c(F)c1, [K+], [K+], O, Sc1ccncc1. The product is O=[N+]([O-])c1ccc(Sc2ccncc2)c(F)c1. RXN SMILES: [C:19](=[O:20])([O-:21])[O-:22].[CH3:25][N:26]([CH3:27])[CH:28]=[O:29].[CH3:30][CH2:31][O:32][C:33](=[O:34])[CH3:35].[F:8][c:9]1[cH:10][c:11]([N+:16](=[O:17])[O-:18])[cH:12][cH:13][c:14]1[F:15].[K+:23].[K+:24].[OH2:36].[SH:1][c:2]1[cH:3][cH:4][n:5][cH:6][cH:7]1>>[S:1]([c:2]1[cH:3][cH:4][n:5][cH:6][cH:7]1)[c:14]1[c:9]([F:8])[cH:10][c:11]([N+:16](=[O:17])[O-:18])[cH:12][cH:13]1. The product is CCCC(=O)N1CCC(N(C(=O)Nc2ncc(SCCN3CCCC3)s2)C2CCC(C)CC2)CC1. Starting materials: CCCC(=O)N1CCC(N(C(=O)Nc2ncc(SC#N)s2)C2CCC(C)CC2)CC1, ClCCN1CCCC1, OC(CS)C(O)CS. RXN SMILES: [C:1]([CH2:2][CH2:3][CH3:4])(=[O:5])[N:6]1[CH2:7][CH2:8][CH:9]([N:12]([C:13](=[O:14])[NH:15][c:16]2[s:17][c:18]([S:21][C:22]#[N:23])[cH:19][n:20]2)[CH:24]2[CH2:25][CH2:26][CH:27]([CH3:30])[CH2:28][CH2:29]2)[CH2:10][CH2:11]1.[Cl:39][CH2:40][CH2:41][N:42]1[CH2:43][CH2:44][CH2:45][CH2:46]1.[SH:31][CH2:32][CH:33]([CH:34]([CH2:35][SH:36])[OH:37])[OH:38]>>[C:1]([CH2:2][CH2:3][CH3:4])(=[O:5])[N:6]1[CH2:7][CH2:8][CH:9]([N:12]([C:13](=[O:14])[NH:15][c:16]2[s:17][c:18]([S:21][CH2:40][CH2:41][N:42]3[CH2:43][CH2:44][CH2:45][CH2:46]3)[cH:19][n:20]2)[CH:24]2[CH2:25][CH2:26][CH:27]([CH3:30])[CH2:28][CH2:29]2)[CH2:10][CH2:11]1. Reactants: C1(CCCCC1)CCCOC1=CC=C(C=C1)CCCOC1=C(C=C(C(=O)OC)C=C1)C(=O)NC1CC(CCC1)C(=O)OC (methyl 4-{3-[4-(3-cyclohexylpropoxy)phenyl]propoxy}-3-({[3-(methoxycarbonyl)cyclohexyl]amino}carbonyl)benzoate), [OH-].[Na+] (sodium hydroxide). Run in C1CCOC1 (THF), CO (methanol). Run at temperature 60 celsius, time 1 hour. The product is C(=O)(O)C1CC(CCC1)NC(=O)C=1C=C(C(=O)O)C=CC1OCCCC1=CC=C(C=C1)OCCCC1CCCCC1 (3-{[(3-Carboxycyclohexyl)amino]carbonyl}-4-{3-[4-(3-cyclohexylpropoxy)phenyl]-propoxy}benzoic acid). The yield is 89.7%. As a reaction SMILES: [CH:1]1([CH2:7][CH2:8][CH2:9][O:10][C:11]2[CH:16]=[CH:15][C:14]([CH2:17][CH2:18][CH2:19][O:20][C:21]3[CH:30]=[CH:29][C:24]([C:25]([O:27]C)=[O:26])=[CH:23][C:22]=3[C:31]([NH:33][CH:34]3[CH2:39][CH2:38][CH2:37][CH:36]([C:40]([O:42]C)=[O:41])[CH2:35]3)=[O:32])=[CH:13][CH:12]=2)[CH2:6][CH2:5][CH2:4][CH2:3][CH2:2]1.[OH-].[Na+]>C1COCC1.CO>[C:40]([CH:36]1[CH2:37][CH2:38][CH2:39][CH:34]([NH:33][C:31]([C:22]2[CH:23]=[C:24]([CH:29]=[CH:30][C:21]=2[O:20][CH2:19][CH2:18][CH2:17][C:14]2[CH:13]=[CH:12][C:11]([O:10][CH2:9][CH2:8][CH2:7][CH:1]3[CH2:2][CH2:3][CH2:4][CH2:5][CH2:6]3)=[CH:16][CH:15]=2)[C:25]([OH:27])=[O:26])=[O:32])[CH2:35]1)([OH:42])=[O:41] |f:1.2|. Procedure: A solution of 90.73 g of methyl 4-{3-[4-(3-cyclohexylpropoxy)phenyl]propoxy}-3-({[3-(methoxycarbonyl)cyclohexyl]amino}carbonyl)benzoate in 500 ml of THF and 500 ml of methanol is mixed with 300 ml of 2 molar sodium hydroxide solution and heated to 60° C. After one hour, the organic solvents are removed as far as possible in a rotary evaporator. 325 ml of 2 molar hydrochloric acid are added to the residue with stirring. A precipitate separates out during this and is filtered off with suction and ...